Dataset: the Open Reaction Database (ORD), a public repository of structured organic reaction records. Task: describe an organic reaction: reactants, conditions, products, and yield Reactants: C(C)SC1=NC2=C(N1CC1=CC=C(C=C1)C=1C(=CC=CC1)C(=O)OC(C)(C)C)C=CC=C2 (tert.butyl 4'-[(2-ethylthio-benzimidazol-1-yl)-methyl]biphenyl-2-carboxylate), FC(C(=O)O)(F)F (trifluoroacetic acid). Yields the product C(C)SC1=NC2=C(N1CC1=CC=C(C=C1)C=1C(=CC=CC1)C(=O)O)C=CC=C2 (4'-[(2-Ethylthio-benzimidazol-1-yl)-methyl]biphenyl-2-carboxylic acid). As a reaction SMILES: [CH2:1]([S:3][C:4]1[N:8]([CH2:9][C:10]2[CH:15]=[CH:14][C:13]([C:16]3[C:17]([C:22]([O:24]C(C)(C)C)=[O:23])=[CH:18][CH:19]=[CH:20][CH:21]=3)=[CH:12][CH:11]=2)[C:7]2[CH:29]=[CH:30][CH:31]=[CH:32][C:6]=2[N:5]=1)[CH3:2].FC(F)(F)C(O)=O>>[CH2:1]([S:3][C:4]1[N:8]([CH2:9][C:10]2[CH:11]=[CH:12][C:13]([C:16]3[C:17]([C:22]([OH:24])=[O:23])=[CH:18][CH:19]=[CH:20][CH:21]=3)=[CH:14][CH:15]=2)[C:7]2[CH:29]=[CH:30][CH:31]=[CH:32][C:6]=2[N:5]=1)[CH3:2]. Reported procedure: Prepared in analogous manner to Example 9 from tert.butyl 4'-[(2-ethylthio-benzimidazol-1-yl)-methyl]biphenyl-2-carboxylate and trifluoroacetic acid. The reactants are C(#N)C=1C=C2C[C@@H](CNC2=CC1)NC(=O)NC1CCCCC1 ((S)-1-[6-cyano-1,2,3,4-tetrahydroquinolin-3-yl]-3-cyclohexyl-urea), ClC=1C=C(C=O)C=CC1 (3-chlorobenzaldehyde). The product is ClC=1C=C(CN2C[C@H](CC3=CC(=CC=C23)C#N)NC(=O)NC2CCCCC2)C=CC1 ((S)-1-[1-(3-Chlorobenzyl)-6-cyano-1,2,3,4-tetrahydroquinolin-3-yl]-3-cyclohexylurea). Reaction SMILES: [C:1]([C:3]1[CH:4]=[C:5]2[C:10](=[CH:11][CH:12]=1)[NH:9][CH2:8][C@@H:7]([NH:13][C:14]([NH:16][CH:17]1[CH2:22][CH2:21][CH2:20][CH2:19][CH2:18]1)=[O:15])[CH2:6]2)#[N:2].[Cl:23][C:24]1[CH:25]=[C:26]([CH:29]=[CH:30][CH:31]=1)[CH:27]=O>>[Cl:23][C:24]1[CH:25]=[C:26]([CH:29]=[CH:30][CH:31]=1)[CH2:27][N:9]1[C:10]2[C:5](=[CH:4][C:3]([C:1]#[N:2])=[CH:12][CH:11]=2)[CH2:6][C@H:7]([NH:13][C:14]([NH:16][CH:17]2[CH2:22][CH2:21][CH2:20][CH2:19][CH2:18]2)=[O:15])[CH2:8]1. Procedure: The title compound was prepared from (S)-1-[6-cyano-1,2,3,4-tetrahydroquinolin-3-yl]-3-cyclohexyl-urea, prepared as described in Example 42A, and 3-chlorobenzaldehyde by procedures analogous to those described in Example 3A. HPLC (method B): retention time=7.50 min. MS (ES): m/z 423 [M+H]+. Chiral HPLC 100% e.e.; retention time=12.2 min; Conditions: AD (4.6×250 mm); Eluted with 20% isopropanol in hexanes for 30 min at 1 mL/min.